Dataset: the Open Reaction Database (ORD), a public repository of structured organic reaction records. Task: describe an organic reaction: reactants, conditions, products, and yield Starting materials: O=C([O-])[O-], CC(C)=O, BrCC1CC1, [K+], [K+], O=Cc1ccc(O)c(O)c1. The product is O=Cc1ccc(OCC2CC2)c(O)c1. As a reaction SMILES: [C:16](=[O:17])([O-:18])[O-:19].[CH3:22][C:23](=[O:24])[CH3:25].[CH:11]1([CH2:14][Br:15])[CH2:12][CH2:13]1.[K+:20].[K+:21].[OH:1][c:2]1[cH:3][c:4]([CH:5]=[O:6])[cH:7][cH:8][c:9]1[OH:10]>>[OH:1][c:2]1[cH:3][c:4]([CH:5]=[O:6])[cH:7][cH:8][c:9]1[O:10][CH2:14][CH:11]1[CH2:12][CH2:13]1. Starting materials: CC(C)(C)N(C(=O)[O-])C(Cc1cccc(OC(F)(F)C(F)F)c1)C(O)c1cccc(F)n1, O=C(O)C(F)(F)F. Product: NC(Cc1cccc(OC(F)(F)C(F)F)c1)C(O)c1cccc(F)n1. As a reaction SMILES: [CH3:1][C:2]([N:5]([C:3](=[O:4])[O-:6])[CH:9]([CH:10]([OH:11])[c:12]1[n:13][c:14]([F:18])[cH:15][cH:16][cH:17]1)[CH2:19][c:20]1[cH:21][c:22]([O:26][C:27]([CH:28]([F:29])[F:30])([F:31])[F:32])[cH:23][cH:24][cH:25]1)([CH3:7])[CH3:8].[OH:33][C:34]([C:35]([F:36])([F:37])[F:38])=[O:39]>>[NH2:5][CH:9]([CH:10]([OH:11])[c:12]1[n:13][c:14]([F:18])[cH:15][cH:16][cH:17]1)[CH2:19][c:20]1[cH:21][c:22]([O:26][C:27]([CH:28]([F:29])[F:30])([F:31])[F:32])[cH:23][cH:24][cH:25]1. Reactants: CC=1NC=CN1 (2-methylimidazole), C([O-])([O-])=O.[Na+].[Na+] (sodium carbonate), IC (iodomethane), CN(C)CC1C(C2=C(NC3=CC=CC=C23)SC1)=O (3-[(dimethylamino)methyl]-4-oxo-2,3,4,9-tetrahydrothiopyrano[2,3-b]indole). Run in CN(C=O)C (dimethylformamide), CN(C=O)C (dimethylformamide). Conditions: time 1 hour. The product is CC=1N(C=CN1)CC1C(C2=C(NC3=CC=CC=C23)SC1)=O (3-[(2-Methyl-1-Imidazolyl)Methyl]-4-Oxo-2,3,4,9-Tetrahydrothiopyrano[2,3-b]Indole). Reaction SMILES: IC.CN([CH2:6][CH:7]1[CH2:19][S:18][C:10]2[NH:11][C:12]3[C:17]([C:9]=2[C:8]1=[O:20])=[CH:16][CH:15]=[CH:14][CH:13]=3)C.[CH3:21][C:22]1[NH:23][CH:24]=[CH:25][N:26]=1.C(=O)([O-])[O-].[Na+].[Na+]>CN(C)C=O>[CH3:21][C:22]1[N:23]([CH2:6][CH:7]2[CH2:19][S:18][C:10]3[NH:11][C:12]4[C:17]([C:9]=3[C:8]2=[O:20])=[CH:16][CH:15]=[CH:14][CH:13]=4)[CH:24]=[CH:25][N:26]=1 |f:3.4.5|. Procedure details: 5.60 ml (0.09 mol) of iodomethane are added to a solution of 23.43 g (0.09 mol) of 3-[(dimethylamino)methyl]-4-oxo-2,3,4,9-tetrahydrothiopyrano[2,3-b]indole (hydrochloride) in 250 ml of dimethylformamide. The mixture is stirred at room temperature for 1 hour, a solution of 22.17 g (0.27 mol) of 2-methylimidazole in 50 ml of dimethylformamide is then added and the reaction medium is thereafter heated to 100° C. for 36 hours. After the mixture is cooled, 500 ml of 2N aqueous sodium carbonate solut...